This data is from the Open Reaction Database (ORD), a public repository of structured organic reaction records. The task is: describe an organic reaction: reactants, conditions, products, and yield Reported procedure: A 25 mL dry round bottom flask equipped with a magnetic stir bar was charged with a solution of 3-{[3,6-diethyl-5-(3-methoxy-5,6,7,8-tetrahydronaphthalen-2-yl)pyrazin-2-yl]amino}butan-1-ol (Example 39, 192 mg, 0.5 mmol) in CH2Cl2 (5 mL). The reaction was cooled with an ice bath and then treated with pyridine (0.044 mL, 0.55 mmol) followed by acetyl chloride (0.039 mL, 0.55 mmol). The solution turned from clear to a light yellow. The ice bath was removed and the reaction was stirred at ambient te... Reactants: N1=CC=CC=C1 (pyridine), C(C)C=1C(=NC(=C(N1)C1=CC=2CCCCC2C=C1OC)CC)NC(CCO)C (3-{[3,6-diethyl-5-(3-methoxy-5,6,7,8-tetrahydronaphthalen-2-yl)pyrazin-2-yl]amino}butan-1-ol), C(C)(=O)Cl (acetyl chloride). Isolated yield 97.8%. RXN SMILES: [CH2:1]([C:3]1[C:4]([NH:23][CH:24]([CH3:28])[CH2:25][CH2:26][OH:27])=[N:5][C:6]([CH2:21][CH3:22])=[C:7]([C:9]2[C:18]([O:19][CH3:20])=[CH:17][C:16]3[CH2:15][CH2:14][CH2:13][CH2:12][C:11]=3[CH:10]=2)[N:8]=1)[CH3:2].N1C=CC=CC=1.[C:35](Cl)(=[O:37])[CH3:36]>C(Cl)Cl>[C:35]([O:27][CH2:26][CH2:25][CH:24]([NH:23][C:4]1[C:3]([CH2:1][CH3:2])=[N:8][C:7]([C:9]2[C:18]([O:19][CH3:20])=[CH:17][C:16]3[CH2:15][CH2:14][CH2:13][CH2:12][C:11]=3[CH:10]=2)=[C:6]([CH2:21][CH3:22])[N:5]=1)[CH3:28])(=[O:37])[CH3:36]. Solvent: C(Cl)Cl (CH2Cl2). Conditions: time 2 hour. Yields the product C(C)(=O)OCCC(C)NC1=NC(=C(N=C1CC)C1=CC=2CCCCC2C=C1OC)CC (3-{[3,6-diethyl-5-(3-methoxy-5,6,7,8-tetrahydronaphthalen-2-yl)pyrazin-2-yl]amino}butyl acetate). Starting materials: Example 4, C(C1=CC=CC=C1)O (benzyl alcohol), [Ni].CO (methanol nickel), [Ni].CO (methanol nickel). The solvent is C1=CC=CC=C1 (benzene). Yields the product C1(=CC=CC=C1)O (C6H5OH), [Ni].CO (methanol nickel). Reaction SMILES: [Ni:1].C[OH:3].[CH2:4]([OH:11])[C:5]1[CH:10]=[CH:9][CH:8]=[CH:7][CH:6]=1>C1C=CC=CC=1>[C:5]1([OH:3])[CH:10]=[CH:9][CH:8]=[CH:7][CH:6]=1.[Ni:1].[CH3:4][OH:11] |f:0.1,5.6|. Reported procedure: [2,2'-thiobis-(4-t-octyl-phenolato)]-benzyl alcohol Nickel II, NiTBP.C6H5OH was prepared as follows: p [2,2'-thiobis-(4-t-octylphenolato)]-2-propanol nickel II prepared as described in Example 4 (83.9 g) was dissolved in benzene (250 ml) and benzyl alcohol (16.2 g) was then added. The resulting solution was heated and refluxed for 1 hr. The displaced 2-propanol and most of the benzene solvent was then removed by distillation and the remainder by rotary evaporation. The complex[2,2'-thiobis-(4-t-...